Dataset: the Open Reaction Database (ORD), a public repository of structured organic reaction records. Task: describe an organic reaction: reactants, conditions, products, and yield Reactants: Cl (HCl), OC(CCC=1SC=CC1)C=1C=CC2=C(OC(O2)C(C(=O)[O-])CCC)C1 ((6-(1-hydroxy-3-(2-thienyl)propyl]-1,3-benzodioxolyl]pentanoate), OC(CCC=1SC=CC1)C=1C=CC2=C(OC(O2)C(C(=O)[O-])CCC)C1 ((6-(1-hydroxy-3-(2-thienyl)propyl]-1,3-benzodioxolyl]pentanoate), [OH-].[Li+] (lithium hydroxide), solution, C1CCOC1 (THF). Run in O (H2O). Conditions: temperature 23 celsius, time 16 hour. Yields the product OC(CCC=1SC=CC1)C=1C=CC2=C(OC(O2)CCCCC(=O)O)C1 ((±)-5-[[6-(1-hydroxy-3-(2-thienyl)propyl)]-1,3-benzodioxolyl]pentanoic acid). Yield: 99.0%. RXN SMILES: [OH:1][CH:2]([C:10]1[CH:11]=[CH:12][C:13]2[O:17][CH:16]([CH:18]([CH2:22][CH2:23][CH3:24])C([O-])=O)[O:15][C:14]=2[CH:25]=1)[CH2:3][CH2:4][C:5]1[S:6][CH:7]=[CH:8][CH:9]=1.[OH-:26].[Li+].Cl.C1[CH2:33][O:32]CC1>O>[OH:1][CH:2]([C:10]1[CH:11]=[CH:12][C:13]2[O:17][CH:16]([CH2:18][CH2:22][CH2:23][CH2:24][C:33]([OH:32])=[O:26])[O:15][C:14]=2[CH:25]=1)[CH2:3][CH2:4][C:5]1[S:6][CH:7]=[CH:8][CH:9]=1 |f:1.2|. Procedure: A mixture of (±)-methyl-5-[[6-(1-hydroxy-3-(2-thienyl)propyl-1,3-benzodioxolyl]pentanoate (Compound F. 35 mg, 0.093 mmol) and lithium hydroxide (0.37 mL of a 0.5N solution in H2O, 0.186 mmol) in THF (0.74 mL) was stirred at 23° C. for 16 hours. The mixture was acidified with 1N HCl and extracted with EtOAc. The organic portion was dried (MgSO4) filtered and concentrated in vacuo. Flash column chromatography (silica gel, 100% EtOAc) afforded 33.3 mg (99%) of the title compound. 1H NMR (300 MHz, C...